From a dataset of the Open Reaction Database (ORD), a public repository of structured organic reaction records. describe an organic reaction: reactants, conditions, products, and yield Reactants: IC (iodomethane), BrC=1C(=CC=2C(CC(C(C2C1)(C)C)C)C)O (3-bromo-2-hydroxy-5,6,7,8-tetrahydro-5,5,8,6-tetramethylnaphthalene), CN(C)C=O (DMF), [H-].[Na+] (sodium hydride). Run in O (water). Yields the product BrC=1C(=CC=2C(CCC(C2C1)(C)C)(C)C)OC (3-Bromo-2-methoxy-5,6,7,8-tetrahydro-5,5,8,8-tetramethylnaphthalene). RXN SMILES: [Br:1][C:2]1[C:3](O)=[CH:4][C:5]2[CH:6]([CH3:15])[CH2:7][CH:8](C)[C:9]([CH3:13])([CH3:12])[C:10]=2[CH:11]=1.CN([CH:20]=[O:21])C.[H-].[Na+].I[CH3:25]>O>[Br:1][C:2]1[C:3]([O:21][CH3:20])=[CH:4][C:5]2[C:6]([CH3:15])([CH3:25])[CH2:7][CH2:8][C:9]([CH3:12])([CH3:13])[C:10]=2[CH:11]=1 |f:2.3|. Reported procedure: 7 g (24.7 mmol) of 3-bromo-2-hydroxy-5,6,7,8-tetrahydro-5,5,8,6-tetramethylnaphthalene and 40 ml of DMF are introduced into a three-necked flask under a stream of nitrogren. 890mg (29.6 mmol) of sodium hydride (80% in oil) are added portionwise and the mixture is stirred until the evolution of gas has ceased. 1.7 ml (27 mmol) of iodomethane are then added and the mixture is stirred at room temperature for one hour. The reaction medium is poured into water and extracted with ethyl ether, and the ... Yields the product ClC1=CC=C(C(=O)N2C[C@@H](CC2)NC2=CC=C(C=N2)/C=C/C(=O)NOC2OCCCC2)C=C1 ((2E)-3-(6-{[(3R)-1-(4-chlorobenzoyl)-3-pyrrolidinyl]amino}-3-pyridyl)-N-(tetrahydro-2H-pyran-2-yloxy)acrylamide). The yield is 94.4%. The reagents and catalysts are CCN=C=NCCCN(C)C.Cl (EDCI HCl). Starting materials: ClC1=CC=C(C(=O)N2C[C@@H](CC2)NC2=CC=C(C=N2)/C=C/C(=O)O)C=C1 ((2E)-3-(6-{[(3R)-1-(4-chlorobenzoyl)-3-pyrrolidinyl]amino}-3-pyridyl)acrylic acid), O1C(CCCC1)ON (O-(tetrahydro-2H-pyran-2-yl)hydroxylamine), C=1C=CC2=C(C1)N=NN2O (HOBt). The solvent is O (water), CN(C)C=O (DMF). As a reaction SMILES: [Cl:1][C:2]1[CH:26]=[CH:25][C:5]([C:6]([N:8]2[CH2:12][CH2:11][C@@H:10]([NH:13][C:14]3[N:19]=[CH:18][C:17](/[CH:20]=[CH:21]/[C:22](O)=[O:23])=[CH:16][CH:15]=3)[CH2:9]2)=[O:7])=[CH:4][CH:3]=1.[O:27]1[CH2:32][CH2:31][CH2:30][CH2:29][CH:28]1[O:33][NH2:34].C1C=CC2N(O)N=NC=2C=1>CN(C=O)C.O.CCN=C=NCCCN(C)C.Cl>[Cl:1][C:2]1[CH:3]=[CH:4][C:5]([C:6]([N:8]2[CH2:12][CH2:11][C@@H:10]([NH:13][C:14]3[N:19]=[CH:18][C:17](/[CH:20]=[CH:21]/[C:22]([NH:34][O:33][CH:28]4[CH2:29][CH2:30][CH2:31][CH2:32][O:27]4)=[O:23])=[CH:16][CH:15]=3)[CH2:9]2)=[O:7])=[CH:25][CH:26]=1 |f:5.6|. Run at time 4 hour. Procedure: To a solution of (2E)-3-(6-{[(3R)-1-(4-chlorobenzoyl)-3-pyrrolidinyl]amino}-3-pyridyl)acrylic acid (1.58 g) in DMF (16 mL) was added O-(tetrahydro-2H-pyran-2-yl)hydroxylamine (546 mg), HOBt (744 mg), and EDCI HCl (1.06 mg) and the resulting mixture was stirred at ambient temperature for 4 hours. The reaction mixture was diluted with water and extracted with AcOEt. The organic phase was washed with sat NH4Cl aq solution and sat NaHCO3 aq solution, and brine, and dried over Na2SO4. The solvent was... The reactants are N1CCCCC1 (Piperidine), BrC(C(=O)OCC)C(CF)(C1=CC(=CC=C1)OC)Br (ethyl 2,3-dibromo-3-(3'-methoxyphenyl)-4-fluorobutyrate), O (water). The solvent is CCOCC (ether). Run at time 3 hour. Product: BrC(C(=O)OCC)=C(CF)C1=CC(=CC=C1)OC (ethyl 2-bromo-3-(3'-methoxyphenyl)-4-fluoro-2-butenoate). Yield: 102.0%. RXN SMILES: N1CCCCC1.[Br:7][CH:8]([C:14](Br)([C:17]1[CH:22]=[CH:21][CH:20]=[C:19]([O:23][CH3:24])[CH:18]=1)[CH2:15][F:16])[C:9]([O:11][CH2:12][CH3:13])=[O:10].O>CCOCC>[Br:7][C:8](=[C:14]([C:17]1[CH:22]=[CH:21][CH:20]=[C:19]([O:23][CH3:24])[CH:18]=1)[CH2:15][F:16])[C:9]([O:11][CH2:12][CH3:13])=[O:10]. Reported procedure: Piperidine (0.22 ml) is added to a solution of ethyl 2,3-dibromo-3-(3'-methoxyphenyl)-4-fluorobutyrate (0.80 g) in ether (10 ml). The reaction mixture is stirred at room temperature for 3 hours and water is added. Ether extraction gives essentially pure ethyl 2-bromo-3-(3'-methoxyphenyl)-4-fluoro-2-butenoate (0.65 g). Reactants: CCO, COC(=N)CCSCc1csc(NC(=N)N)n1, O. Product: N=C(N)Nc1nc(CSCCC(N)=O)cs1. Reaction SMILES: [CH3:18][CH2:19][OH:20].[NH:1]([C:2](=[NH:3])[NH2:4])[c:5]1[s:6][cH:7][c:8]([CH2:10][S:11][CH2:12][CH2:13][C:14]([O:15][CH3:16])=[NH:17])[n:9]1.[OH2:21]>>[NH:1]([C:2](=[NH:3])[NH2:4])[c:5]1[s:6][cH:7][c:8]([CH2:10][S:11][CH2:12][CH2:13][C:14](=[O:15])[NH2:17])[n:9]1.